describe an organic reaction: reactants, conditions, products, and yield From a dataset of the Open Reaction Database (ORD), a public repository of structured organic reaction records. Starting materials: compound, ClC1=NC=NC2=CC=C(C=C12)O (4-chloro-6-hydroxyquinazoline), ClC1=NC=CC=N1 (2-chloropyrimidine), NC1=NN(C=C1)C (3-amino-1-methyl-1H-pyrazole). Yields the product CN1N=C(C=C1)NC1=NC=NC2=CC=C(C=C12)OC1=NC=NC=C1 (N-(1-Methyl-1H-pyrazol-3-yl)-6-(pyrimidin-4-yloxy)-quinazolin-4-yl-amine). Reaction SMILES: Cl[C:2]1[N:7]=[CH:6][CH:5]=[CH:4][N:3]=1.[NH2:8][C:9]1[CH:13]=[CH:12][N:11]([CH3:14])[N:10]=1.Cl[C:16]1[C:25]2[C:20](=[CH:21][CH:22]=[C:23]([OH:26])[CH:24]=2)[N:19]=[CH:18][N:17]=1>>[CH3:14][N:11]1[CH:12]=[CH:13][C:9]([NH:8][C:16]2[C:25]3[C:20](=[CH:21][CH:22]=[C:23]([O:26][C:4]4[CH:5]=[CH:6][N:7]=[CH:2][N:3]=4)[CH:24]=3)[N:19]=[CH:18][N:17]=2)=[N:10]1. Procedure details: The compound of Example 110 was manufactured by the same method as in Example 95, by a similar method thereto or by a combination of such a method with a conventional method using 2-chloropyrimidine, 3-amino-1-methyl-1H-pyrazole and 4-chloro-6-hydroxyquinazoline. The reactants are ClCC1=NC2=CC=CC=C2C=N1 (2-Chloromethylquinazoline), C([O-])([O-])=O.[K+].[K+] (potassium carbonate), OC=1C=C(CO)C=CC1 (3-Hydroxybenzylalcohol), resultant mixture. Reagents/catalysts: [Br-].C(CCC)[N+](CCCC)(CCCC)CCCC (tetra-n-butylammoniumbromide). The solvent is CN(C)C=O (DMF). Reaction conditions: time 5 day. Product: N1=C(N=CC2=CC=CC=C12)COC1=C(CO)C=CC=C1 (2-(2-quinazolylmethoxy)benzyl alcohol). The yield is 93.1%. RXN SMILES: Cl[CH2:2][C:3]1[N:12]=[CH:11][C:10]2[C:5](=[CH:6][CH:7]=[CH:8][CH:9]=2)[N:4]=1.[C:13](=[O:16])([O-])[O-].[K+].[K+].[OH:19][C:20]1[CH:21]=[C:22]([CH:25]=[CH:26][CH:27]=1)CO>CN(C=O)C.[Br-].C([N+](CCCC)(CCCC)CCCC)CCC>[N:4]1[C:5]2[C:10](=[CH:9][CH:8]=[CH:7][CH:6]=2)[CH:11]=[N:12][C:3]=1[CH2:2][O:19][C:20]1[CH:21]=[CH:22][CH:25]=[CH:26][C:27]=1[CH2:13][OH:16] |f:1.2.3,6.7|. Procedure: To a solution of 2-Chloromethylquinazoline (5.00 g, 28 mmol) in DMF (50 ml) were added potassium carbonate (4.26 g, 31 mmol) and tetra-n-butylammoniumbromide (903 mg, 2.8 mmol). 3-Hydroxybenzylalcohol (3.48 g, 28 mmol) was added to the resultant mixture, and the mixture was stirred at room temperature for five days. Subsequently, the reaction mixture was concentrated under reduced pressure. Chloroform and water were added to the resultant mixture, and the organic phase was extracted from the mix... The reactants are C([O-])([O-])=O.[K+].[K+] (potassium carbonate), ClC1=C2N(C(C(=C1)NC1=CC(=NC=N1)NC(=O)C1CC1)=O)C(NC2=O)(C)C2=CC(=CC=C2)F (N-[6-[[8-chloro-3-(3-fluorophenyl)-3-methyl-1,5-dioxo-2H-imidazo[1,5-a]pyridin-6-yl]amino]pyrimidin-4-yl]cyclopropanecarboxamide), Cl.BrC1=CC(=C2N(C1=O)C1(CCNCC1)NC2=O)Cl (6-bromo-8-chloro-spiro[2H-imidazo[1,5-a]pyridine-3,4′-piperidine]-1,5-dione hydrochloride). Run in C(C)#N (acetonitrile). Run at temperature 0 celsius, time 10 hour. Yields the product BrC1=CC(=C2N(C1=O)C1(CCN(CC1)CCC#N)NC2=O)Cl (3-(6-bromo-8-chloro-1,5-dioxo-spiro[2H-imidazo[1,5-a]pyridine-3,4′-piperidine]-1′-yl)propanenitrile). Reaction SMILES: Cl[C:2]1[CH:7]=C(NC2N=CN=C(NC(C3CC3)=O)C=2)C(=O)[N:4]2C(C3C=CC=C(F)C=3)(C)NC(=O)[C:3]=12.C(=O)([O-])[O-].[K+].[K+].Cl.[Br:41][C:42]1[C:47](=[O:48])[N:46]2[C:49]3([NH:55][C:56](=[O:57])[C:45]2=[C:44]([Cl:58])[CH:43]=1)[CH2:54][CH2:53][NH:52][CH2:51][CH2:50]3>C(#N)C>[Br:41][C:42]1[C:47](=[O:48])[N:46]2[C:49]3([NH:55][C:56](=[O:57])[C:45]2=[C:44]([Cl:58])[CH:43]=1)[CH2:54][CH2:53][N:52]([CH2:7][CH2:2][C:3]#[N:4])[CH2:51][CH2:50]3 |f:1.2.3,4.5|. Procedure: A flask was charges with 6-bromo-8-chloro-spiro[2H-imidazo[1,5-a]pyridine-3,4′-piperidine]-1,5-dione hydrochloride (1, 0.5 g, 1.35 mmol) and acetonitrile (15 mL) was added. The reaction mass was cooled to 0° C. and potassium carbonate (281 mg, 2.03 mmol) was added followed by addition of 2-bromoacetonitrile (2, 218 mg, 1.63 mmol). The reaction mass was stirred at room temperature for 10 h. After completion, the solvent was removed under reduced pressure to get the crude. The crude was purified b... The reactants are [H-].[Na+] (NaH), C(OCC)(OCC)=O (diethyl carbonate), CC(=O)C (methyl ketone), O1C(=CC2=C1C=CC=C2)C(C)=O (1-benzofuran-2-yl-ethanone). Run in C(C)(=O)O (acetic acid), O (water), C1(=CC=CC=C1)C (toluene), C1(=CC=CC=C1)C (toluene). The product is C(C)OC(C(C=O)C1=CC2=C(O1)C=CC=C2)=O (3-benzofuran-2-yl-3-oxo-propionic acid ethyl ester). As a reaction SMILES: [H-].[Na+].[C:3](=[O:10])([O:7][CH2:8][CH3:9])OCC.CC(C)=[O:13].[O:15]1[C:19]2[CH:20]=[CH:21][CH:22]=[CH:23][C:18]=2[CH:17]=[C:16]1[C:24](=O)[CH3:25]>C1(C)C=CC=CC=1.O.C(O)(=O)C>[CH2:8]([O:7][C:3](=[O:10])[CH:24]([C:16]1[O:15][C:19]2[CH:20]=[CH:21][CH:22]=[CH:23][C:18]=2[CH:17]=1)[CH:25]=[O:13])[CH3:9] |f:0.1|. Reported procedure: To a vigorously stirred suspension of NaH (60% dispersion in mineral oil, 2.6 g, 65 mmol, 3.32 equiv.) and diethyl carbonate (4.7 mL, 38.83 mmol, 1.99 equiv.) in dry toluene (30 mL) was added drop wise (over a period of 1 h) a solution of the methyl ketone, 1-benzofuran-2-yl-ethanone (1 g, 7.87 mmol) in toluene (5 mL) under reflux. After addition, the mixture was stirred at reflux for 0.5 h. The mixture was cooled to RT and was acidified with glacial acetic acid. After adding cold water, the mix... Run in CN(C)C=O (DMF). As a reaction SMILES: [Br:1][C:2]1[CH:3]=[C:4]([N:8]2[CH:13]=[C:12]([OH:14])[C:11](=[O:15])[CH:10]=[C:9]2[CH2:16][OH:17])[CH:5]=[CH:6][CH:7]=1.C([O-])([O-])=O.[K+].[K+].[CH3:24][O:25][C:26]1[CH:31]=[CH:30][C:29]([CH2:32]Cl)=[CH:28][CH:27]=1.O>CN(C=O)C>[Br:1][C:2]1[CH:3]=[C:4]([N:8]2[CH:13]=[C:12]([O:14][CH2:32][C:29]3[CH:30]=[CH:31][C:26]([O:25][CH3:24])=[CH:27][CH:28]=3)[C:11](=[O:15])[CH:10]=[C:9]2[CH2:16][OH:17])[CH:5]=[CH:6][CH:7]=1 |f:1.2.3|. Product: BrC=1C=C(C=CC1)N1C(=CC(C(=C1)OCC1=CC=C(C=C1)OC)=O)CO (1-(3-bromophenyl)-2-hydroxymethyl-5-(4-methoxy-benzyloxy)-1H-pyridin-4-one). Reactants: O (water), BrC=1C=C(C=CC1)N1C(=CC(C(=C1)O)=O)CO (1-(3-bromo-phenyl)-5-hydroxy-2-hydroxymethyl-1H-pyridin-4-one), C(=O)([O-])[O-].[K+].[K+] (K2CO3), COC1=CC=C(C=C1)CCl (PMBCl). Run at temperature 80 celsius, time 3 hour. Procedure details: To a mixture of 1-(3-bromo-phenyl)-5-hydroxy-2-hydroxymethyl-1H-pyridin-4-one and K2CO3 (5.17 g, 37.5 mmol) in 50 mL of DMF was added 2.35 g of PMBCl (15 mmol) dropwise, and the reaction mixture was stirred at 80° C. for 3 h. After cooling to room temperature, the mixture was poured into 200 mL of water and extracted with EtOAc (50 mL) three times. The combined organic layers were washed with water, brine, and dried over anhydrous MgSO4. Most of the volatiles were removed in vacuo and the result...